From a dataset of the Open Reaction Database (ORD), a public repository of structured organic reaction records. describe an organic reaction: reactants, conditions, products, and yield The reactants are CC1(SCC(N1CCCCBr)=O)C (2,2-dimethyl-3-(4-bromobutyl)-4-thiazolidinone), CC=1C=C(C=CC1)N1CCNCC1 (1-(3-methylphenyl)piperazine), C(=O)([O-])[O-].[K+].[K+] (K2CO3), [Na+].[I-] (NaI), ClCl (Cl2), [Br-] (bromide). The solvent is CC#N (CH3CN), CCO (EtOH), CCOC(=O)C (EtOAc). Conditions: temperature 100 celsius. Product: Cl.Cl.CC1(SCC(N1CCCCN1CCN(CC1)C1=CC(=CC=C1)C)=O)C (2,2-Dimethyl-3-[4-[1-(3-methylphenyl)-4-piperazinyl]butyl]-4-thiazolidinone dihydrochloride). RXN SMILES: [CH3:1][C:2]1([CH3:13])[N:6]([CH2:7][CH2:8][CH2:9][CH2:10]Br)[C:5](=[O:12])[CH2:4][S:3]1.[CH3:14][C:15]1[CH:16]=[C:17]([N:21]2[CH2:26][CH2:25][NH:24][CH2:23][CH2:22]2)[CH:18]=[CH:19][CH:20]=1.C([O-])([O-])=O.[K+].[K+].[Na+].[I-].[Cl:35]Cl.[Br-]>CCOC(C)=O.CCO.CC#N>[ClH:35].[ClH:35].[CH3:1][C:2]1([CH3:13])[N:6]([CH2:7][CH2:8][CH2:9][CH2:10][N:24]2[CH2:25][CH2:26][N:21]([C:17]3[CH:18]=[CH:19][CH:20]=[C:15]([CH3:14])[CH:16]=3)[CH2:22][CH2:23]2)[C:5](=[O:12])[CH2:4][S:3]1 |f:2.3.4,5.6,12.13.14|. Procedure: A mixture of 2,2-dimethyl-3-(4-bromobutyl)-4-thiazolidinone (4.01 g), 1-(3-methylphenyl)piperazine (3.17 g), K2CO3 (5.30 g), NaI (230 mg) and CH3CN (180 mL) was heated at reflux (oil bath temperature; 100° C.) for 20 h. TLC analysis (silica gel, 7.5% EtOH/CH2 Cl2 showed one major product, Rf =0.53, and a trace of starting bromide, Rf =0.70. The reaction mixture was cooled to room temperature, EtOAc (100 mL) was added and the mixture filtered. The filtrate was concentrated in vacuo to an oil whic... The reactants are ice, C(C)N(CCCC(O)C1=CC=C(C=C1)NS(=O)(=O)C)C(CCC(C)(C)C)=O (N-(4-(4-(ethyl(4,4-dimethylpentanoyl)amino)-1-hydroxybutyl)phenyl)methanesulfonamide), solution, [H-].[H-].[H-].[H-].[Li+].[Al+3] (LiAlH4), C(=O)([O-])C(O)C(O)C(=O)[O-].[Na+].[K+] (potassium sodium tartrate). Solvent: C1CCOC1 (THF), C1CCOC1 (THF), C1CCOC1 (THF). Reaction conditions: time 30 minute. The product is C(C)N(CCCC(O)C1=CC=C(C=C1)NS(=O)(=O)C)CCCC(C)(C)C (N-(4-(4-(Ethyl(4,4-dimethylpentyl)amino)-1-hydroxybutyl)phenyl)methanesulfonamide). RXN SMILES: [CH2:1]([N:3]([C:20](=O)[CH2:21][CH2:22][C:23]([CH3:26])([CH3:25])[CH3:24])[CH2:4][CH2:5][CH2:6][CH:7]([C:9]1[CH:14]=[CH:13][C:12]([NH:15][S:16]([CH3:19])(=[O:18])=[O:17])=[CH:11][CH:10]=1)[OH:8])[CH3:2].[H-].[H-].[H-].[H-].[Li+].[Al+3].C(C(C(C([O-])=O)O)O)([O-])=O.[Na+].[K+]>C1COCC1>[CH2:1]([N:3]([CH2:20][CH2:21][CH2:22][C:23]([CH3:24])([CH3:26])[CH3:25])[CH2:4][CH2:5][CH2:6][CH:7]([C:9]1[CH:10]=[CH:11][C:12]([NH:15][S:16]([CH3:19])(=[O:18])=[O:17])=[CH:13][CH:14]=1)[OH:8])[CH3:2] |f:1.2.3.4.5.6,7.8.9|. Procedure details: A solution of the product from Step I (4.4 g, 0.0115 mol) in THF (46.4 ml) was added dropwise during 45 minutes, under nitrogen to a stirred, ice cold mixture of a 1M solution of LiAlH4 in THF (24.0 ml) and THF (24 ml). The mixture was kept in the ice bath for 45 minutes and then treated slowly with a saturated aqueous solution of potassium sodium tartrate (24.4 ml). This mixture was stirred for 30 minutes and extracted with EtOAc. The extracts were washed with water and brine, dried (MgSO4) and...